describe an organic reaction: reactants, conditions, products, and yield From a dataset of the Open Reaction Database (ORD), a public repository of structured organic reaction records. Starting materials: FC=1C=CC(=C(C(=O)C2=CC=CC=C2)C1)N1C=NC=C1 (5-fluoro-2-(imidazol-1-yl)benzophenone), C=O (formaldehyde). Yields the product FC=1C=CC(=C(C(=O)C2=CC=CC=C2)C1)N1C(=NC=C1)CO (5-fluoro-2-[2-(hydroxymethyl)imidazol-1-yl]benzophenone). RXN SMILES: [F:1][C:2]1[CH:3]=[CH:4][C:5]([N:16]2[CH:20]=[CH:19][N:18]=[CH:17]2)=[C:6]([CH:15]=1)[C:7]([C:9]1[CH:14]=[CH:13][CH:12]=[CH:11][CH:10]=1)=[O:8].[CH2:21]=[O:22]>>[F:1][C:2]1[CH:3]=[CH:4][C:5]([N:16]2[CH:20]=[CH:19][N:18]=[C:17]2[CH2:21][OH:22])=[C:6]([CH:15]=1)[C:7]([C:9]1[CH:10]=[CH:11][CH:12]=[CH:13][CH:14]=1)=[O:8]. Procedure: In the manner given in Example 1, 5-fluoro-2-(imidazol-1-yl)benzophenone is heated in a bomb to 150° C. with 37% aqueous formaldehyde solution to give 5-fluoro-2-[2-(hydroxymethyl)imidazol-1-yl]benzophenone. Reactants: O=CO, NS(=O)(=O)c1ccc(CCN2C(=O)c3ccccc3C2(O)c2ccccc2)cc1. The product is NS(=O)(=O)c1ccc(CCN2C(=O)c3ccccc3C2c2ccccc2)cc1. Reaction SMILES: [CH:30]([OH:31])=[O:32].[OH:1][C:2]1([c:24]2[cH:25][cH:26][cH:27][cH:28][cH:29]2)[N:3]([CH2:12][CH2:13][c:14]2[cH:15][cH:16][c:17]([S:20](=[O:21])(=[O:22])[NH2:23])[cH:18][cH:19]2)[C:4](=[O:11])[c:5]2[cH:6][cH:7][cH:8][cH:9][c:10]21>>[CH:2]1([c:24]2[cH:25][cH:26][cH:27][cH:28][cH:29]2)[N:3]([CH2:12][CH2:13][c:14]2[cH:15][cH:16][c:17]([S:20](=[O:21])(=[O:22])[NH2:23])[cH:18][cH:19]2)[C:4](=[O:11])[c:5]2[cH:6][cH:7][cH:8][cH:9][c:10]21. Starting materials: ClC1=C(C(=O)C2=C(C=CC(=C2)Cl)N(C(CN2C(C3=CC=CC=C3C2=O)=O)=O)C=NNC(CN2C(C3=CC=CC=C3C2=O)=O)=O)C=CC=C1 (1,3-dioxo-2-isoindolineacetic acid, [[N-[2-(o-chlorobenzoyl)-4-chlorophenyl]1,3-dioxo-2-isoindolineacetamido]methylene]hydrazide), FC(C(=O)O)(F)F (trifluoroacetic acid). The product is ClC1=C(C=CC=C1)C(C1=C(C=CC(=C1)Cl)N1C(=NN=C1)CN1C(C=2C(C1=O)=CC=CC2)=O)=O (2',5-dichloro-2-[3-(phthalimidomethyl)-4H-1,2,4-triazol-4-yl]benzophenone). As a reaction SMILES: [Cl:1][C:2]1[CH:48]=[CH:47][CH:46]=[CH:45][C:3]=1[C:4]([C:6]1[CH:11]=[C:10]([Cl:12])[CH:9]=[CH:8][C:7]=1[N:13]([CH:28]=[N:29][NH:30][C:31](=O)[CH2:32][N:33]1[C:41](=[O:42])[C:40]2[C:35](=[CH:36][CH:37]=[CH:38][CH:39]=2)[C:34]1=[O:43])C(=O)CN1C(=O)C2C(=CC=CC=2)C1=O)=[O:5].FC(F)(F)C(O)=O>>[Cl:1][C:2]1[CH:48]=[CH:47][CH:46]=[CH:45][C:3]=1[C:4](=[O:5])[C:6]1[CH:11]=[C:10]([Cl:12])[CH:9]=[CH:8][C:7]=1[N:13]1[CH:28]=[N:29][N:30]=[C:31]1[CH2:32][N:33]1[C:41](=[O:42])[C:40]2=[CH:39][CH:38]=[CH:37][CH:36]=[C:35]2[C:34]1=[O:43]. Reported procedure: In the manner given in Example 7, 1,3-dioxo-2-isoindolineacetic acid, [[N-[2-(o-chlorobenzoyl)-4-chlorophenyl]1,3-dioxo-2-isoindolineacetamido]methylene]hydrazide is heated to 100°-110°C with trifluoroacetic acid to give 2',5-dichloro-2-[3-(phthalimidomethyl)-4H-1,2,4-triazol-4-yl]benzophenone. Starting materials: Cl(=O)(=O)(=O)[O-].OC1=CC=C(C=C[CH2+]2OC(=CC3=C2C=C(C(=C3)OC)OC)C)C=C1 (1-(4-hydroxystyryl)-3-methyl-6,7-dimethoxy-2-benzopyrylium perchlorate), O.NN (hydrazine hydrate). The solvent is C(C)O (ethanol). Reaction conditions: time 2 hour. Product: OC1=CC=C(C=CC2=NN=C(CC3=C2C=C(C(=C3)OC)OC)C)C=C1 (1-(4-Hydroxystyryl)-4-methyl-7,8-dimethoxy-5H-2,3-benzodiazepine). Reaction SMILES: Cl([O-])(=O)(=O)=O.[OH:6][C:7]1[CH:29]=[CH:28][C:10]([CH:11]=[CH:12][CH2+:13]2[C:18]3[CH:19]=[C:20]([O:25][CH3:26])[C:21]([O:23][CH3:24])=[CH:22][C:17]=3[CH:16]=[C:15]([CH3:27])O2)=[CH:9][CH:8]=1.O.[NH2:31][NH2:32]>C(O)C>[OH:6][C:7]1[CH:29]=[CH:28][C:10]([CH:11]=[CH:12][C:13]2[C:18]3[CH:19]=[C:20]([O:25][CH3:26])[C:21]([O:23][CH3:24])=[CH:22][C:17]=3[CH2:16][C:15]([CH3:27])=[N:32][N:31]=2)=[CH:9][CH:8]=1 |f:0.1,2.3|. Reported procedure: 4.5 g (10.6 mM) of 1-(4-hydroxystyryl)-3-methyl-6,7-dimethoxy-2-benzopyrylium perchlorate (m.p. 298° to 300° C. d.) are suspended in 90 ml of 99.5% ethanol, 1.6 ml (31.8 mM) of 100% hydrazine hydrate are added, and the solution is stirred for 2 hours at room temperature. After evaporation at reduced pressure the residue is suspended in 100 ml of water, filtered, washed with 3×5 ml of water, the crude product is resuspended in hot water, filtered, washed with 3×5 ml of water and dried at 80° to 1... The reactants are amide, S(O)(O)(=O)=O (sulphuric acid), CCN=C=NCCCN(C)C (EDAC), NC1=CC2=C(SC3=C2C=CC=C3)C=C1 (2-aminodibenzothiophene), ON1N=NC2=C1C=CC=C2 (1-hydroxybenzotriazole), CC(CC(=O)O)C1=CC=NC=C1 (3-methyl-3-pyridin-4-ylpropanoic acid), C([O-])([O-])=O.[K+].[K+] (potassium carbonate), OO (hydrogen peroxide). Run in C(C)(=O)O (acetic acid), CN(C)C=O (DMF), O (water). Run at time 8 hour. The product is O=S1(C2=C(C3=C1C=CC=C3)C=C(C=C2)NC(CC(C2=CC=NC=C2)C)=O)=O (5,5-Dioxo-2-(3-methyl-3-pyridin-4-ylpropionamido)dibenzothiophene). Reaction SMILES: CCN=C=NCCCN(C)C.[NH2:12][C:13]1[CH:25]=[CH:24][C:16]2S[C:18]3[CH:23]=[CH:22][CH:21]=[CH:20][C:19]=3[C:15]=2[CH:14]=1.ON1C2C=CC=CC=2N=N1.[CH3:36][CH:37]([C:42]1[CH:47]=[CH:46][N:45]=[CH:44][CH:43]=1)[CH2:38][C:39]([OH:41])=O.OO.C(=O)([O-])[O-].[K+].[K+].[S:56](=[O:60])(=O)(O)[OH:57]>CN(C=O)C.C(O)(=O)C.O>[O:57]=[S:56]1(=[O:60])[C:20]2[CH:21]=[CH:22][CH:23]=[CH:18][C:19]=2[C:15]2[CH:14]=[C:13]([NH:12][C:39](=[O:41])[CH2:38][CH:37]([CH3:36])[C:42]3[CH:47]=[CH:46][N:45]=[CH:44][CH:43]=3)[CH:25]=[CH:24][C:16]1=2 |f:5.6.7|. Procedure details: EDAC (0.500 g, 2.6 mmol) was added to a solution of 2-aminodibenzothiophene (0.470 g, 2.4 mmol), 1-hydroxybenzotriazole (0.351 g, 2.6 mmol) and 3-methyl-3-pyridin-4-ylpropanoic acid (Method 7; 0.429 g, 2.6 mmol) in DMF (10 ml). The solution was then stirred at room temperature overnight. The solvent was removed in vacuo and the residue was then shaken in water (50 ml) and DCM (50 ml). The organic layer was separated, washed with brine (50 ml), dried and then evaporated in vacuo to leave a light ... Reactants: Oc1ccc(Br)nc1, IC1CCCC1, [H-], [Na+], CN(C)C=O, O. The product is Brc1ccc(OC2CCCC2)cn1. As a reaction SMILES: [Br:1][c:2]1[n:3][cH:4][c:5]([OH:8])[cH:6][cH:7]1.[CH:11]1([I:16])[CH2:12][CH2:13][CH2:14][CH2:15]1.[H-:10].[Na+:9].[O:18]=[CH:19][N:20]([CH3:21])[CH3:22].[OH2:17]>>[Br:1][c:2]1[n:3][cH:4][c:5]([O:8][CH:11]2[CH2:12][CH2:13][CH2:14][CH2:15]2)[cH:6][cH:7]1. Starting materials: N1=CC(=CC=C1)B(O)O (3-pyridylboronic acid), O.O.P(=O)([O-])([O-])[O-].[K+].[K+].[K+] (potassium phosphate dihydrate), BrC=1N=C(N2C1C=CC=C2)C(=O)C=2C=C1C(N(C(N(C1=CC2)C)=O)CC2=CC=C(C=C2)F)=O (6-[(1-bromoimidazo[1,5-a]pyridin-3-yl)carbonyl]-3-(4-fluorobenzyl)-1-methylquinazoline-2,4(1H,3H)-dione). The reagents and catalysts are C=1C=CC(=CC1)[P](C=2C=CC=CC2)(C=3C=CC=CC3)[Pd]([P](C=4C=CC=CC4)(C=5C=CC=CC5)C=6C=CC=CC6)([P](C=7C=CC=CC7)(C=8C=CC=CC8)C=9C=CC=CC9)[P](C=1C=CC=CC1)(C=1C=CC=CC1)C=1C=CC=CC1 (tetrakis(triphenylphosphine)palladium). The solvent is O (water), CN(C)C=O (DMF). Conditions: temperature 150 celsius. Product: FC1=CC=C(CN2C(N(C3=CC=C(C=C3C2=O)C(=O)C2=NC(=C3N2C=CC=C3)C=3C=NC=CC3)C)=O)C=C1 (3-(4-Fluorobenzyl)-1-methyl-6-[(1-pyridin-3-ylimidazo[1,5-a]pyridin-3-yl)carbonyl]quinazoline-2,4(1H,3H)-dione). The yield is 87.9%. As a reaction SMILES: [N:1]1[CH:6]=[CH:5][CH:4]=[C:3](B(O)O)[CH:2]=1.O.O.P([O-])([O-])([O-])=O.[K+].[K+].[K+].Br[C:21]1[N:22]=[C:23]([C:30]([C:32]2[CH:33]=[C:34]3[C:39](=[CH:40][CH:41]=2)[N:38]([CH3:42])[C:37](=[O:43])[N:36]([CH2:44][C:45]2[CH:50]=[CH:49][C:48]([F:51])=[CH:47][CH:46]=2)[C:35]3=[O:52])=[O:31])[N:24]2[CH:29]=[CH:28][CH:27]=[CH:26][C:25]=12>O.CN(C=O)C.C1C=CC([P]([Pd]([P](C2C=CC=CC=2)(C2C=CC=CC=2)C2C=CC=CC=2)([P](C2C=CC=CC=2)(C2C=CC=CC=2)C2C=CC=CC=2)[P](C2C=CC=CC=2)(C2C=CC=CC=2)C2C=CC=CC=2)(C2C=CC=CC=2)C2C=CC=CC=2)=CC=1>[F:51][C:48]1[CH:49]=[CH:50][C:45]([CH2:44][N:36]2[C:35](=[O:52])[C:34]3[C:39](=[CH:40][CH:41]=[C:32]([C:30]([C:23]4[N:24]5[CH:29]=[CH:28][CH:27]=[CH:26][C:25]5=[C:21]([C:3]5[CH:2]=[N:1][CH:6]=[CH:5][CH:4]=5)[N:22]=4)=[O:31])[CH:33]=3)[N:38]([CH3:42])[C:37]2=[O:43])=[CH:46][CH:47]=1 |f:1.2.3.4.5.6,^1:62,64,83,102|. Reported procedure: 0.04 g (0.32 mmol) of 3-pyridylboronic acid, 0.2 g (0.81 mmol) of potassium phosphate dihydrate dissolved in 0.29 ml of water, and 6.2 mg (0.01 mmol) of tetrakis(triphenylphosphine)palladium are added to 0.15 g (0.27 mmol) of 6-[(1-bromoimidazo[1,5-a]pyridin-3-yl)carbonyl]-3-(4-fluorobenzyl)-1-methylquinazoline-2,4(1H,3H)-dione in 3 ml of DMF under an inert argon atmosphere. The reaction medium is microwave-heated at 150° C. for 20 minutes. After filtration over talc, the reaction medium is conc... Starting materials: Br, CCN1c2cc(OC)ccc2C(C)=CC1(C)C, CC(=O)O. Product: Br, CCN1c2cc(O)ccc2C(C)=CC1(C)C. Reaction SMILES: [BrH:18].[CH2:1]([CH3:2])[N:3]1[C:4]([CH3:16])([CH3:17])[CH:5]=[C:6]([CH3:15])[c:7]2[cH:8][cH:9][c:10]([O:13][CH3:14])[cH:11][c:12]21.[CH3:19][C:20](=[O:21])[OH:22]>>[BrH:18].[CH2:1]([CH3:2])[N:3]1[C:4]([CH3:16])([CH3:17])[CH:5]=[C:6]([CH3:15])[c:7]2[cH:8][cH:9][c:10]([OH:13])[cH:11][c:12]21. Starting materials: N[C@H](C(=O)OCC)[C@@H](C(C)(C)C)O (ethyl (2S*,3R*)-2-amino-3-hydroxy-4,4-dimethyl-pentanoate). Run in Cl (HCl). Reaction conditions: temperature 130 celsius, time 1 hour. Product: N[C@H](C(=O)O)[C@@H](C(C)(C)C)O ((2S*,3R*)-2-amino-3-hydroxy-4,4-dimethyl-pentanoic acid). RXN SMILES: [NH2:1][C@@H:2]([C@H:8]([OH:13])[C:9]([CH3:12])([CH3:11])[CH3:10])[C:3]([O:5]CC)=[O:4]>Cl>[NH2:1][C@@H:2]([C@H:8]([OH:13])[C:9]([CH3:11])([CH3:10])[CH3:12])[C:3]([OH:5])=[O:4]. Reported procedure: In a round-bottomed flask, ethyl (2S*,3R*)-2-amino-3-hydroxy-4,4-dimethyl-pentanoate (0.596 g, 3.7 mmol) was dissolved in a 6.0 M HCl solution (70 mL). The resulting solution was divided into two equal aliquots and stirred at 130° C. for 1 h. All portions were joined and the reaction mixture extracted with Et2O (3×50 ml). The aqueous phase was concentrated under reduced pressure and the resulting yellowish solid crude product (0.675 g, 93%) was used without further purification in the following ...